describe an organic reaction: reactants, conditions, products, and yield From a dataset of the Open Reaction Database (ORD), a public repository of structured organic reaction records. Reactants: CCOC(=O)COCC(Cc1ccccc1)NCC(=O)OC(C)(C)C, CCOC(C)=O, [Li+], C1COCCO1, [OH-], O. Yields the product CC(C)(C)OC(=O)CNC(COCC(=O)O)Cc1ccccc1. As a reaction SMILES: [CH2:1]([CH3:2])[O:3][C:4]([CH2:5][O:6][CH2:7][CH:8]([CH2:9][c:10]1[cH:11][cH:12][cH:13][cH:14][cH:15]1)[NH:16][CH2:17][C:18](=[O:19])[O:20][C:21]([CH3:22])([CH3:23])[CH3:24])=[O:25].[CH3:28][CH2:29][O:30][C:31](=[O:32])[CH3:33].[Li+:26].[O:34]1[CH2:35][CH2:36][O:37][CH2:38][CH2:39]1.[OH-:27].[OH2:40]>>[O:3]=[C:4]([CH2:5][O:6][CH2:7][CH:8]([CH2:9][c:10]1[cH:11][cH:12][cH:13][cH:14][cH:15]1)[NH:16][CH2:17][C:18](=[O:19])[O:20][C:21]([CH3:22])([CH3:23])[CH3:24])[OH:25]. Starting materials: O=C([O-])[O-], COc1cc(OC)nc(S(C)(=O)=O)n1, CN(C)C=O, CC(C)OC(C)C, [K+], [K+], O, Cc1cc2c(C(=O)OCc3ccccc3)c(O)ccc2[nH]1. The product is COc1cc(OC)nc(Oc2ccc3[nH]c(C)cc3c2C(=O)OCc2ccccc2)n1. As a reaction SMILES: [C:36](=[O:37])([O-:38])[O-:39].[CH3:22][O:23][c:24]1[n:25][c:26]([S:32]([CH3:33])(=[O:34])=[O:35])[n:27][c:28]([O:30][CH3:31])[cH:29]1.[CH3:49][N:50]([CH3:51])[CH:52]=[O:53].[CH:42]([O:43][CH:44]([CH3:45])[CH3:46])([CH3:47])[CH3:48].[K+:40].[K+:41].[OH2:54].[OH:1][c:2]1[c:3]([C:12](=[O:13])[O:14][CH2:15][c:16]2[cH:17][cH:18][cH:19][cH:20][cH:21]2)[c:4]2[cH:5][c:6]([CH3:11])[nH:7][c:8]2[cH:9][cH:10]1>>[O:1]([c:2]1[c:3]([C:12](=[O:13])[O:14][CH2:15][c:16]2[cH:17][cH:18][cH:19][cH:20][cH:21]2)[c:4]2[cH:5][c:6]([CH3:11])[nH:7][c:8]2[cH:9][cH:10]1)[c:26]1[n:25][c:24]([O:23][CH3:22])[cH:29][c:28]([O:30][CH3:31])[n:27]1. Starting materials: CN(C)C=O, Nc1ccc(O)cc1, O=C1C=CC(=O)O1, O. Reaction SMILES: [CH3:16][N:17]([CH3:18])[CH:19]=[O:20].[NH2:1][c:2]1[cH:3][cH:4][c:5]([OH:8])[cH:6][cH:7]1.[O:9]=[C:10]1[O:11][C:12](=[O:13])[CH:14]=[CH:15]1.[OH2:21]>>[N:1]1([c:2]2[cH:3][cH:4][c:5]([OH:8])[cH:6][cH:7]2)[C:10](=[O:9])[CH:15]=[CH:14][C:12]1=[O:11]. Yields the product O=C1C=CC(=O)N1c1ccc(O)cc1. Run in C(C)O (ethanol). Isolated yield 4.5%. Reaction SMILES: [CH2:1]([C:8]1[C:9]([NH:15][CH2:16][CH2:17][O:18][CH2:19][CH2:20][OH:21])=[N:10][C:11](Cl)=[N:12][CH:13]=1)[C:2]1[CH:7]=[CH:6][CH:5]=[CH:4][CH:3]=1.[H][H]>[Pd].C(O)C>[CH2:1]([C:8]1[C:9]([NH:15][CH2:16][CH2:17][O:18][CH2:19][CH2:20][OH:21])=[N:10][CH:11]=[N:12][CH:13]=1)[C:2]1[CH:3]=[CH:4][CH:5]=[CH:6][CH:7]=1. Reagents/catalysts: [Pd] (Pd on carbon). Reported procedure: A mixture of 5-benzyl-2-chloro-4-[2-(2-hydroxyethoxy)ethylamino]pyrimidine (3.50 g, 12.08 mmoles), ethanol (190 mL) and 10% Pd on carbon (Aldrich) (0.84 g) was shaken in to presence of hydrogen at 2-3 atm for 17 hours. The reaction mixture was filtered through a pad of CELITE®, and the filtrates were spin evaporated in vacuo. The residual syrup was dissolved in dichloromethane (40 mL) and washed with water (20 mL) brine (20 mL) and then dried over sodium sulfate. The dry solution was spin evapor... Product: C(C1=CC=CC=C1)C=1C(=NC=NC1)NCCOCCO (5-benzyl-4-[2-(2-hydroxyethoxy)ethylamino]pyrimidine). Starting materials: C(C1=CC=CC=C1)C=1C(=NC(=NC1)Cl)NCCOCCO (5-benzyl-2-chloro-4-[2-(2-hydroxyethoxy)ethylamino]pyrimidine), [H][H] (hydrogen). Reactants: Cl.N=1C=NN2C1C=CC(=C2)C2=CC=C1[C@@H](CNCC1=C2)C2=CC(=C(C=C2)Cl)Cl ((S)-7-([1,2,4]triazolo[1,5-a]pyridin-6-yl)-4-(3,4-dichlorophenyl)-1,2,3,4-tetrahydroisoquinoline mono-HCl salt), O (water). Run in C(C)(C)O (isopropanol). Product: O.C(C)(C)[O-].Cl.N=1C=NN2C1C=CC(=C2)C2=CC=C1[C@@H](CNCC1=C2)C2=CC(=C(C=C2)Cl)Cl ((S)-7-([1,2,4]triazolo[1,5-a]pyridin-6-yl)-4-(3,4-dichlorophenyl)-1,2,3,4-tetrahydroisoquinoline mono-HCl monoisopropanolate monohydrate). Reaction SMILES: Cl.[N:2]1[CH:3]=[N:4][N:5]2[CH:10]=[C:9]([C:11]3[CH:20]=[C:19]4[C:14]([C@H:15]([C:21]5[CH:26]=[CH:25][C:24]([Cl:27])=[C:23]([Cl:28])[CH:22]=5)[CH2:16][NH:17][CH2:18]4)=[CH:13][CH:12]=3)[CH:8]=[CH:7][C:6]=12.[OH2:29]>C(O)(C)C>[OH2:29].[CH:7]([O-:29])([CH3:8])[CH3:6].[ClH:27].[N:2]1[CH:3]=[N:4][N:5]2[CH:10]=[C:9]([C:11]3[CH:20]=[C:19]4[C:14]([C@H:15]([C:21]5[CH:26]=[CH:25][C:24]([Cl:27])=[C:23]([Cl:28])[CH:22]=5)[CH2:16][NH:17][CH2:18]4)=[CH:13][CH:12]=3)[CH:8]=[CH:7][C:6]=12 |f:0.1,4.5.6.7|. Reported procedure: (S)-7-([1,2,4]triazolo[1,5-a]pyridin-6-yl)-4-(3,4-dichlorophenyl)-1,2,3,4-tetrahydroisoquinoline mono-HCl salt (20 mg) was dissolved in isopropanol (10 mL) under heating in a vial. Distilled water (2 mL) was then added to the above clear solution. The resulting solution was capped and placed at room temperature. Long needle crystals of (S)-7-([1,2,4]triazolo[1,5-a]pyridin-6-yl)-4-(3,4-dichlorophenyl)-1,2,3,4-tetrahydroisoquinoline mono-HCl monoisopropanolate monohydrate salt were obtained after ... Reactants: CC(C)(C)c1ccc(-c2nc3ccnc(Cl)c3[nH]2)cc1, C1CNCCN1, CCOC(C)=O, CS(C)=O. Yields the product CC(C)(C)c1ccc(-c2nc3ccnc(N4CCNCC4)c3[nH]2)cc1. RXN SMILES: [C:1]([CH3:2])([CH3:3])([CH3:4])[c:5]1[cH:6][cH:7][c:8](-[c:11]2[n:12][c:13]3[c:14]([c:15]([Cl:19])[n:16][cH:17][cH:18]3)[nH:20]2)[cH:9][cH:10]1.[CH2:21]1[CH2:22][NH:23][CH2:24][CH2:25][NH:26]1.[CH3:27][CH2:28][O:29][C:30](=[O:31])[CH3:32].[CH3:33][S:34]([CH3:35])=[O:36]>>[C:1]([CH3:2])([CH3:3])([CH3:4])[c:5]1[cH:6][cH:7][c:8](-[c:11]2[n:12][c:13]3[c:14]([c:15]([N:23]4[CH2:22][CH2:21][NH:26][CH2:25][CH2:24]4)[n:16][cH:17][cH:18]3)[nH:20]2)[cH:9][cH:10]1.